From a dataset of the Open Reaction Database (ORD), a public repository of structured organic reaction records. describe an organic reaction: reactants, conditions, products, and yield Starting materials: FC(C=1C=C(C=CC1)C1CNCCO1)(F)F (2-(3-(trifluoromethyl)phenyl)morpholine), FC(C(C(=O)OC)=C)(F)F (methyl 2-(trifluoromethyl)acrylate). Conditions: time 50 minute. The product is FC(C(C(=O)OC)CN1CC(OCC1)C1=CC(=CC=C1)C(F)(F)F)(F)F (methyl 3,3,3-trifluoro-2-((2-(3-(trifluoromethyl)phenyl)morpholino)-methyl)propanoate). Reaction SMILES: [F:1][C:2]([F:16])([F:15])[C:3]1[CH:4]=[C:5]([CH:9]2[O:14][CH2:13][CH2:12][NH:11][CH2:10]2)[CH:6]=[CH:7][CH:8]=1.[F:17][C:18]([F:26])([F:25])[C:19](=[CH2:24])[C:20]([O:22][CH3:23])=[O:21]>>[F:17][C:18]([F:26])([F:25])[CH:19]([CH2:24][N:11]1[CH2:12][CH2:13][O:14][CH:9]([C:5]2[CH:6]=[CH:7][CH:8]=[C:3]([C:2]([F:1])([F:15])[F:16])[CH:4]=2)[CH2:10]1)[C:20]([O:22][CH3:23])=[O:21]. Procedure: In a 5 mL round-bottomed flask, 2-(3-(trifluoromethyl)phenyl)morpholine (650 mg, 2.81 mmol) was combined with methyl 2-(trifluoromethyl)acrylate (650 mg, 4.22 mmol; added slowly) to give a colorless solution and stirred at room temperature for 50 min. The crude reaction mixture was concentrated in vacuo to give an oil. The crude material was purified by flash chromatography (silica gel, 40+S, 0% to 30% ethyl acetate in hexanes) to afford 850 mg (78%)(methyl 3,3,3-trifluoro-2-((2-(3-(trifluoromet... The reactants are CC1(OCCO1)C1=CC=C(O1)CN1N=C(C=C1)N (1-[5-(2-methyl-[1,3]dioxolan-2-yl)-furan-2-ylmethyl]-1H-pyrazol-3-ylamine), C1(=CC=CC=C1)/C=C/C(=O)O ((E)-3-phenyl-acrylic acid). Yields the product C(C)(=O)C1=CC=C(O1)CN1N=C(C=C1)NC(\C=C\C1=CC=CC=C1)=O ((E)-N-[1-(5-Acetyl-furan-2-ylmethyl)-1H-pyrazol-3-yl]-3-phenyl-acrylamide). Reaction SMILES: [CH3:1][C:2]1([C:7]2[O:11][C:10]([CH2:12][N:13]3[CH:17]=[CH:16][C:15]([NH2:18])=[N:14]3)=[CH:9][CH:8]=2)[O:6]CCO1.[C:19]1(/[CH:25]=[CH:26]/[C:27](O)=[O:28])[CH:24]=[CH:23][CH:22]=[CH:21][CH:20]=1>>[C:2]([C:7]1[O:11][C:10]([CH2:12][N:13]2[CH:17]=[CH:16][C:15]([NH:18][C:27](=[O:28])/[CH:26]=[CH:25]/[C:19]3[CH:24]=[CH:23][CH:22]=[CH:21][CH:20]=3)=[N:14]2)=[CH:9][CH:8]=1)(=[O:6])[CH3:1]. Procedure: Following general procedure B followed by either C or D, starting from 1-[5-(2-methyl-[1,3]dioxolan-2-yl)-furan-2-ylmethyl]-1H-pyrazol-3-ylamine and (E)-3-phenyl-acrylic acid. The reactants are FC1=C(C=O)C=CC(=C1)C=1SC=CC1 (2-fluoro-4-thiophen-2-yl-benzaldehyde), C(C)(=O)C1=CC=C(C(=O)O)C=C1 (4-acetylbezoic acid). The product is FC1=C(C=CC(=C1)C=1SC=CC1)/C=C/C(=O)C1=CC=C(C(=O)O)C=C1 (4-[3E-(2-Fluoro-4-thiophen-2-yl-phenyl)-acryloyl]-benzoic acid). The yield is 71.0%. RXN SMILES: [F:1][C:2]1[CH:9]=[C:8]([C:10]2[S:11][CH:12]=[CH:13][CH:14]=2)[CH:7]=[CH:6][C:3]=1[CH:4]=O.[C:15]([C:18]1[CH:26]=[CH:25][C:21]([C:22]([OH:24])=[O:23])=[CH:20][CH:19]=1)(=[O:17])[CH3:16]>>[F:1][C:2]1[CH:9]=[C:8]([C:10]2[S:11][CH:12]=[CH:13][CH:14]=2)[CH:7]=[CH:6][C:3]=1/[CH:4]=[CH:16]/[C:15]([C:18]1[CH:26]=[CH:25][C:21]([C:22]([OH:24])=[O:23])=[CH:20][CH:19]=1)=[O:17]. Reported procedure: The title compound was prepared by condensing 2-fluoro-4-thiophen-2-yl-benzaldehyde (Ex-30A) and 4-acetylbezoic acid in a similar manner as described in Ex-3. Yellow solid, 71% yield, m.p.>260° C. 1H-NMR (300 MHz, d6-DMSO): 8.19 (d, 2H, J=8.4 Hz), 8.12 (d, 1H, J=8 Hz), 8.06 (d, 2H, J=8 Hz), 7.95 (d, 1H, J=16 Hz), 7.80 (d, 1H, J=16 Hz), 7.71 (d, 1H, J=3.5 Hz), 7.62 (m, 2H), 7.56 (d, 1H, J=8 Hz), 7.15 (m, 1H). MS m/z=352 ([M]+, 100%). HRMS (EI) Calcd. for C20H13NO3S: 352.0569. Found: 352.0560. Isolated yield 27.4%. Product: NC=1N(OC2(N1)CC(OC1=CC=C(C=C12)C=1C=C(C#N)C=CC1)C1=CC=CC=C1)C (3-(3′-amino-2′-methyl-2-phenyl-2′H-spiro[chroman-4,5′-[1,2,4]oxadiazole]-6-yl)benzonitrile). Reactants: OC(=O)C(F)(F)F.BrC=1C=C2C(=CC1)OC(CC21NC(N(O1)C)=N)C1=CC=CC=C1 (6-bromo-2′-methyl-2-phenylspiro[chroman-4,5′-[1,2,4]oxadiazolidin]-3′-imine TFA salt), C(#N)C=1C=C(C=CC1)B(O)O (3-cyanophenylboronic acid), C(=O)([O-])[O-].[Cs+].[Cs+] (Cs2CO3). Run at temperature 100 celsius. Reagents/catalysts: Cl[Pd]([P](C1=CC=CC=C1)(C2=CC=CC=C2)C3=CC=CC=C3)([P](C4=CC=CC=C4)(C5=CC=CC=C5)C6=CC=CC=C6)Cl (PdCl2(PPh3)2). Reaction SMILES: OC(C(F)(F)F)=O.Br[C:9]1[CH:10]=[C:11]2[C:18]3([O:22][N:21]([CH3:23])[C:20](=[NH:24])[NH:19]3)[CH2:17][CH:16]([C:25]3[CH:30]=[CH:29][CH:28]=[CH:27][CH:26]=3)[O:15][C:12]2=[CH:13][CH:14]=1.[C:31]([C:33]1[CH:34]=[C:35](B(O)O)[CH:36]=[CH:37][CH:38]=1)#[N:32].C([O-])([O-])=O.[Cs+].[Cs+]>O1CCOCC1.O.Cl[Pd](Cl)([P](C1C=CC=CC=1)(C1C=CC=CC=1)C1C=CC=CC=1)[P](C1C=CC=CC=1)(C1C=CC=CC=1)C1C=CC=CC=1>[NH2:24][C:20]1[N:21]([CH3:23])[O:22][C:18]2([C:11]3[C:12](=[CH:13][CH:14]=[C:9]([C:37]4[CH:38]=[C:33]([CH:34]=[CH:35][CH:36]=4)[C:31]#[N:32])[CH:10]=3)[O:15][CH:16]([C:25]3[CH:30]=[CH:29][CH:28]=[CH:27][CH:26]=3)[CH2:17]2)[N:19]=1 |f:0.1,3.4.5,^1:57,76|. The solvent is O1CCOCC1 (1,4-dioxane), O (H2O). Procedure: To a solution of 6-bromo-2′-methyl-2-phenylspiro[chroman-4,5′-[1,2,4]oxadiazolidin]-3′-imine TFA salt (45 mg, 0.092 mmol), 3-cyanophenylboronic acid (20 mg, 0.14 mmol) and Cs2CO3 (60 mg, 0.18 mmol) in 1,4-dioxane (3 mL) and H2O (0.5 mL) in a 10 mL CEM microwave test tube was added PdCl2(PPh3)2 (10 mg). After degassing by purging with N2, the mixture was heated to 100° C. for 5 min in a CEM microwave reactor. The solvent was removed under reduced pressure and the residue was purified by preparati...